Dataset: the Open Reaction Database (ORD), a public repository of structured organic reaction records. Task: describe an organic reaction: reactants, conditions, products, and yield Reactants: OC(C(=O)O)CCCCCCCCCCCCCC (α-Hydroxypalmiticacid), O (water). The solvent is C(CCCCCCCCCCCCCCC)(=O)Cl (palmitoyl chloride). Run at temperature 0 celsius. Product: C(CCCCCCCCCCCCCCC)(=O)OC(C(=O)O)CCCCCCCCCCCCCC (2-hexadecanoyloxyhexadecanoic acid). RXN SMILES: [OH:1][CH:2]([CH2:6][CH2:7][CH2:8][CH2:9][CH2:10][CH2:11][CH2:12][CH2:13][CH2:14][CH2:15][CH2:16][CH2:17][CH2:18][CH3:19])[C:3]([OH:5])=[O:4].[OH2:20]>C(Cl)(=O)CCCCCCCCCCCCCCC>[C:19]([O:1][CH:2]([CH2:6][CH2:7][CH2:8][CH2:9][CH2:10][CH2:11][CH2:12][CH2:13][CH2:14][CH2:15][CH2:16][CH2:17][CH2:18][CH3:19])[C:3]([OH:5])=[O:4])(=[O:20])[CH2:18][CH2:17][CH2:16][CH2:15][CH2:14][CH2:13][CH2:12][CH2:11][CH2:10][CH2:9][CH2:8][CH2:7][CH2:6][CH2:2][CH3:3]. Procedure details: α-Hydroxypalmiticacid (3.2 g) was dissolved in pridine (15 ml), and palmitoyl chloride (3.3 g) was added thereto under stirring at 0° C. The resulting mixture was allowed to stand over night at room temperature. The reaction mixtue was poured into water and the aqueous solution was stirred at room temperature for 1 hour, followed by acidification with 1 N hydrochloric acid solution, and extraction with ethyl acetate. The extract was washed with water, dried over magnesium sulfate and concentrate... Reactants: C1(=CC=CC=C1)COC(C1=CC(=CC(=C1)OCCCCCCCCCCCCCCCCCC)O)=O (3-hydroxy-5-(octadecyloxy)benzoic acid phenylmethyl ester), BrCCCBr (1,3-dibromopropane), C([O-])([O-])=O.[K+].[K+] (potassium carbonate). Solvent: CC(=O)C (acetone), CN(C)C=O (DMF). The product is C1(=CC=CC=C1)COC(C1=CC(=CC(=C1)OCCCCCCCCCCCCCCCCCC)OCCCBr)=O (3-(3-bromopropoxy)-5-(octadecyloxy)benzoic acid phenylmethyl ester). Isolated yield 79.5%. RXN SMILES: [C:1]1([CH2:7][O:8][C:9](=[O:36])[C:10]2[CH:15]=[C:14]([O:16][CH2:17][CH2:18][CH2:19][CH2:20][CH2:21][CH2:22][CH2:23][CH2:24][CH2:25][CH2:26][CH2:27][CH2:28][CH2:29][CH2:30][CH2:31][CH2:32][CH2:33][CH3:34])[CH:13]=[C:12]([OH:35])[CH:11]=2)[CH:6]=[CH:5][CH:4]=[CH:3][CH:2]=1.[Br:37][CH2:38][CH2:39][CH2:40]Br.C(=O)([O-])[O-].[K+].[K+]>CC(C)=O.CN(C=O)C>[C:1]1([CH2:7][O:8][C:9](=[O:36])[C:10]2[CH:15]=[C:14]([O:16][CH2:17][CH2:18][CH2:19][CH2:20][CH2:21][CH2:22][CH2:23][CH2:24][CH2:25][CH2:26][CH2:27][CH2:28][CH2:29][CH2:30][CH2:31][CH2:32][CH2:33][CH3:34])[CH:13]=[C:12]([O:35][CH2:40][CH2:39][CH2:38][Br:37])[CH:11]=2)[CH:6]=[CH:5][CH:4]=[CH:3][CH:2]=1 |f:2.3.4|. Procedure details: A mixture of 5.0 g (0.01 mol) of 3-hydroxy-5-(octadecyloxy)benzoic acid phenylmethyl ester, 10.2 ml (0.1 mol) of 1,3-dibromopropane and 7.0 g (0.05 mol) of potassium carbonate in 75 ml of acetone and 15 ml of DMF was stirred at reflux for 22 hours. The reaction mixture was filtered and the filtrate was concentrated at reduced pressure to an oil. Purification by HPLC using 5% ethyl acetate-hexane gave 4.91 g (79% yield, mp 57°-58°) of 3-(3-bromopropoxy)-5-(octadecyloxy)benzoic acid phenylmethyl e... The reactants are C1=CC=CC=2C3=CC=CC=C3C(C12)COC(=O)N[C@@H](CC(NC(C1=CC=CC=C1)(C1=CC=CC=C1)C1=CC=CC=C1)=O)C(=O)NCCC1=CC(O)=C(O)C=C1 (N-[Nα-(9-fluorenylmethoxycarbonyl)-Nγ-trityl-L-asparagyl]dopamine), OC=1C=C(C(=O)O)C=CC1O (3,4-dihydroxybenzoic acid). Product: OC=1C=C(C(=O)N[C@@H](CC(NC(C2=CC=CC=C2)(C2=CC=CC=C2)C2=CC=CC=C2)=O)C(=O)NCCC2=CC(O)=C(O)C=C2)C=CC1O (N-[Nα-(3,4-Dihydroxybenzoyl)-Nγ-trityl-L-asparagyl]dopamine), crystals. The yield is 52.0%. Reaction SMILES: C1C2C(CO[C:16]([NH:18][C@H:19]([C:43]([NH:45][CH2:46][CH2:47][C:48]3[CH:55]=[CH:54][C:52]([OH:53])=[C:50]([OH:51])[CH:49]=3)=[O:44])[CH2:20][C:21](=[O:42])[NH:22][C:23]([C:36]3[CH:41]=[CH:40][CH:39]=[CH:38][CH:37]=3)([C:30]3[CH:35]=[CH:34][CH:33]=[CH:32][CH:31]=3)[C:24]3[CH:29]=[CH:28][CH:27]=[CH:26][CH:25]=3)=[O:17])C3C(=CC=CC=3)C=2C=CC=1.[OH:56][C:57]1[CH:58]=[C:59]([CH:63]=[CH:64][C:65]=1[OH:66])C(O)=O>>[OH:56][C:57]1[CH:58]=[C:59]([CH:63]=[CH:64][C:65]=1[OH:66])[C:16]([NH:18][C@H:19]([C:43]([NH:45][CH2:46][CH2:47][C:48]1[CH:55]=[CH:54][C:52]([OH:53])=[C:50]([OH:51])[CH:49]=1)=[O:44])[CH2:20][C:21](=[O:42])[NH:22][C:23]([C:30]1[CH:35]=[CH:34][CH:33]=[CH:32][CH:31]=1)([C:24]1[CH:25]=[CH:26][CH:27]=[CH:28][CH:29]=1)[C:36]1[CH:37]=[CH:38][CH:39]=[CH:40][CH:41]=1)=[O:17]. Procedure: The title compound was prepared from N-[Nα-(9-fluorenylmethoxycarbonyl)-Nγ-trityl-L-asparagyl]dopamine (1.3 g, 1.7 mmol, example 7, step A) as described for example 7 (step B) using 3,4-dihydroxybenzoic acid (402 mg, 2.6 mmol) instead of caffeic acid. The crude material was purified by flash chromatography using a solvent gradient from 30% to 60% EtOAc/CH2Cl2 containing 1% AcOH. The title compound was obtained as white crystals (579 mg, 52%). The yield is 51.0%. Procedure: 2-Tetralone-6-carboxylic acid, ethylene ketal (395 mg, 2.07 mmol) was codissolved in CH2Cl2 (50 mL) with N-hydroxysuccinimide (260 mg, 2.76 mmol) at 0° C. and treated with a slight excess of 1,3-dicyclohexylcarbodiimide (502 mg, 2.50 mmol). The mixture was allowed to warm to ambient temperature over 30 minutes, during which time a fine white precipitate formed. Morpholine (0.91 mL, 10.4 mmol, d=0.998) was added and the solution stirred at ambient temperature for 16 hours The suspended urea was f... Product: C1C(CCC2=CC=CC=C12)=O.N1CCOC(C1)C(=O)N (2-tetralone 6-morpholinamide). The solvent is C(Cl)Cl (CH2Cl2). As a reaction SMILES: [CH2:1]1[C:10]2[C:5](=[CH:6][C:7](C(O)=O)=[CH:8][CH:9]=2)[CH2:4][CH2:3][C:2]1=[O:14].O[N:16]1[C:20](=[O:21])[CH2:19][CH2:18]C1=O.C1(N=C=NC2CCCCC2)CCCCC1.[NH:38]1CC[O:41][CH2:40][CH2:39]1.NC(N)=O>C(Cl)Cl>[CH2:1]1[C:10]2[C:5](=[CH:6][CH:7]=[CH:8][CH:9]=2)[CH2:4][CH2:3][C:2]1=[O:14].[NH:38]1[CH2:18][CH:19]([C:20]([NH2:16])=[O:21])[O:41][CH2:40][CH2:39]1 |f:6.7|. The reactants are C1C(CCC2=CC(=CC=C12)C(=O)O)=O (2-Tetralone-6-carboxylic acid), C1(CCCCC1)N=C=NC1CCCCC1 (1,3-dicyclohexylcarbodiimide), N1CCOCC1 (Morpholine), ethylene ketal, ON1C(CCC1=O)=O (N-hydroxysuccinimide), NC(=O)N (urea). As a reaction SMILES: IC1C(O)=C(CN)C=C(C(C)(C)C)N=1.[Cl:15][C:16]1[C:21]([OH:22])=[C:20]([CH2:23][NH2:24])[CH:19]=[C:18]([C:25]([CH3:28])([CH3:27])[CH3:26])[N:17]=1>>[ClH:15].[ClH:15].[Cl:15][C:16]1[C:21]([OH:22])=[C:20]([CH2:23][NH2:24])[CH:19]=[C:18]([C:25]([CH3:28])([CH3:27])[CH3:26])[N:17]=1 |f:2.3.4|. Procedure: This compound is prepared exactly by the method described in Example 2 except that the 2-iodo-4-aminomethyl-6-(1,1-dimethylethyl)-3-pyridinol is replaced by 2-chloro-4-aminomethyl-6-(1,1-dimethylethyl)-3-pyridinol. Thereby is obtained the 2-chloro-4-aminomethyl-6-(1,1-dimethylethyl)-3-pyridinol dihydrochloride salt. Product: Cl.Cl.ClC1=NC(=CC(=C1O)CN)C(C)(C)C (2-chloro-4-aminomethyl-6-(1,1-dimethylethyl)-3-pyridinol dihydrochloride salt). Reactants: IC1=NC(=CC(=C1O)CN)C(C)(C)C (2-iodo-4-aminomethyl-6-(1,1-dimethylethyl)-3-pyridinol), ClC1=NC(=CC(=C1O)CN)C(C)(C)C (2-chloro-4-aminomethyl-6-(1,1-dimethylethyl)-3-pyridinol).